From a dataset of the Open Reaction Database (ORD), a public repository of structured organic reaction records. describe an organic reaction: reactants, conditions, products, and yield Starting materials: CN1CCN(c2ccccc2C=C2SCCN(c3ccc(Cl)c(Cl)c3)C2=O)CC1, CC(Cl)OC(=O)Cl, ClCCCl. Product: O=C1C(=Cc2ccccc2N2CCNCC2)SCCN1c1ccc(Cl)c(Cl)c1. RXN SMILES: [Cl:1][c:2]1[cH:3][c:4]([N:9]2[C:10](=[O:29])[C:11](=[CH:15][c:16]3[c:17]([N:22]4[CH2:23][CH2:24][N:25]([CH3:28])[CH2:26][CH2:27]4)[cH:18][cH:19][cH:20][cH:21]3)[S:12][CH2:13][CH2:14]2)[cH:5][cH:6][c:7]1[Cl:8].[Cl:30][C:31]([O:32][CH:33]([Cl:34])[CH3:35])=[O:36].[Cl:37][CH2:38][CH2:39][Cl:40]>>[Cl:1][c:2]1[cH:3][c:4]([N:9]2[C:10](=[O:29])[C:11](=[CH:15][c:16]3[c:17]([N:22]4[CH2:23][CH2:24][NH:25][CH2:26][CH2:27]4)[cH:18][cH:19][cH:20][cH:21]3)[S:12][CH2:13][CH2:14]2)[cH:5][cH:6][c:7]1[Cl:8].